The task is: describe an organic reaction: reactants, conditions, products, and yield. This data is from the Open Reaction Database (ORD), a public repository of structured organic reaction records. Starting materials: BrC=1N=C(N(C1)C(C1=CC=CC=C1)(C1=CC=CC=C1)C1=CC=CC=C1)C(NC1=CC=C(C=C1)C1=NOC(=N1)C)C1=C(C(=CC(=C1)OCC)OC(C)C)F (N-((4-bromo-1-trityl-1H-imidazol-2-yl)(5-ethoxy-2-fluoro-3-isopropoxyphenyl)methyl)-4-(5-methyl-1,2,4-oxadiazol-3-yl)benzenamine), FC(C1=C(C=CC=C1)B(O)O)(F)F (2-trifluoromethylphenylboronic acid), C(=O)([O-])[O-].[Na+].[Na+] (Na2CO3). The reagents and catalysts are C=1C=CC(=CC1)[P](C=2C=CC=CC2)(C=3C=CC=CC3)[Pd]([P](C=4C=CC=CC4)(C=5C=CC=CC5)C=6C=CC=CC6)([P](C=7C=CC=CC7)(C=8C=CC=CC8)C=9C=CC=CC9)[P](C=1C=CC=CC1)(C=1C=CC=CC1)C=1C=CC=CC1 (Pd(PPh3)4). Run in CCOC(=O)C (EtOAc). Run at temperature 150 celsius, time 5 minute. Yields the product C(C)OC=1C=C(C(=C(C1)C(NC1=CC=C(C=C1)C1=NOC(=N1)C)C=1N(C=C(N1)C1=C(C=CC=C1)C(F)(F)F)C(C1=CC=CC=C1)(C1=CC=CC=C1)C1=CC=CC=C1)F)OC(C)C (N-((5-ethoxy-2-fluoro-3-isopropoxyphenyl)(4-(2-(trifluoromethyl)phenyl)-1-trityl-1H-imidazol-2-yl)methyl)-4-(5-methyl-1,2,4-oxadiazol-3-yl)benzenamine). Reaction SMILES: Br[C:2]1[N:3]=[C:4]([CH:26]([C:40]2[CH:45]=[C:44]([O:46][CH2:47][CH3:48])[CH:43]=[C:42]([O:49][CH:50]([CH3:52])[CH3:51])[C:41]=2[F:53])[NH:27][C:28]2[CH:33]=[CH:32][C:31]([C:34]3[N:38]=[C:37]([CH3:39])[O:36][N:35]=3)=[CH:30][CH:29]=2)[N:5]([C:7]([C:20]2[CH:25]=[CH:24][CH:23]=[CH:22][CH:21]=2)([C:14]2[CH:19]=[CH:18][CH:17]=[CH:16][CH:15]=2)[C:8]2[CH:13]=[CH:12][CH:11]=[CH:10][CH:9]=2)[CH:6]=1.[F:54][C:55]([F:66])([F:65])[C:56]1[CH:61]=[CH:60][CH:59]=[CH:58][C:57]=1B(O)O.C([O-])([O-])=O.[Na+].[Na+]>CCOC(C)=O.C1C=CC([P]([Pd]([P](C2C=CC=CC=2)(C2C=CC=CC=2)C2C=CC=CC=2)([P](C2C=CC=CC=2)(C2C=CC=CC=2)C2C=CC=CC=2)[P](C2C=CC=CC=2)(C2C=CC=CC=2)C2C=CC=CC=2)(C2C=CC=CC=2)C2C=CC=CC=2)=CC=1>[CH2:47]([O:46][C:44]1[CH:43]=[C:42]([O:49][CH:50]([CH3:52])[CH3:51])[C:41]([F:53])=[C:40]([CH:26]([C:4]2[N:5]([C:7]([C:14]3[CH:19]=[CH:18][CH:17]=[CH:16][CH:15]=3)([C:8]3[CH:13]=[CH:12][CH:11]=[CH:10][CH:9]=3)[C:20]3[CH:25]=[CH:24][CH:23]=[CH:22][CH:21]=3)[CH:6]=[C:2]([C:57]3[CH:58]=[CH:59][CH:60]=[CH:61][C:56]=3[C:55]([F:66])([F:65])[F:54])[N:3]=2)[NH:27][C:28]2[CH:29]=[CH:30][C:31]([C:34]3[N:38]=[C:37]([CH3:39])[O:36][N:35]=3)=[CH:32][CH:33]=2)[CH:45]=1)[CH3:48] |f:2.3.4,^1:82,84,103,122|. Procedure: To a degassed mixture of Intermediate 66.3 (48 mg, 0.062 mmol), 2-trifluoromethylphenylboronic acid (18 mg, 0.093 mmol) and Na2CO3 (28 mg, 0.24 mmol) was added Pd(PPh3)4 (36 mg, 0.031 mmol). The mixture was stirred at 150° C. for 5 min in a microwave oven, then was diluted with EtOAc, washed with water and brine, dried (Na2SO4) and concentrated to afford Intermediate 77.1. Starting materials: CN1CCCC1CCN1C(=O)CCCc2cc([N+](=O)[O-])ccc21, CCO. Yields the product CN1CCCC1CCN1C(=O)CCCc2cc(N)ccc21. As a reaction SMILES: [CH3:1][N:2]1[CH:3]([CH2:7][CH2:8][N:9]2[c:10]3[c:11]([cH:17][c:18]([N+:21]([O-:22])=[O:23])[cH:19][cH:20]3)[CH2:12][CH2:13][CH2:14][C:15]2=[O:16])[CH2:4][CH2:5][CH2:6]1.[CH3:24][CH2:25][OH:26]>>[CH3:1][N:2]1[CH:3]([CH2:7][CH2:8][N:9]2[c:10]3[c:11]([cH:17][c:18]([NH2:21])[cH:19][cH:20]3)[CH2:12][CH2:13][CH2:14][C:15]2=[O:16])[CH2:4][CH2:5][CH2:6]1. Starting materials: CCCCP(CCCC)CCCC, CSCCO, Cc1c(C(=O)C2CCCCC2)oc2ccc(O)cc12, O=C(N=NC(=O)N1CCCCC1)N1CCCCC1, C1CCOC1. Yields the product CSCCOc1ccc2oc(C(=O)C3CCCCC3)c(C)c2c1. RXN SMILES: [CH2:25]([P:26]([CH2:27][CH2:28][CH2:29][CH3:30])[CH2:31][CH2:32][CH2:33][CH3:34])[CH2:35][CH2:36][CH3:37].[CH3:20][S:21][CH2:22][CH2:23][OH:24].[CH:1]1([C:7](=[O:8])[c:9]2[o:10][c:11]3[c:12]([c:13]2[CH3:14])[cH:15][c:16]([OH:19])[cH:17][cH:18]3)[CH2:2][CH2:3][CH2:4][CH2:5][CH2:6]1.[N:38]([C:39]([N:40]1[CH2:41][CH2:42][CH2:43][CH2:44][CH2:45]1)=[O:46])=[N:47][C:48]([N:49]1[CH2:50][CH2:51][CH2:52][CH2:53][CH2:54]1)=[O:55].[O:56]1[CH2:57][CH2:58][CH2:59][CH2:60]1>>[CH:1]1([C:7](=[O:8])[c:9]2[o:10][c:11]3[c:12]([c:13]2[CH3:14])[cH:15][c:16]([O:19][CH2:23][CH2:22][S:21][CH3:20])[cH:17][cH:18]3)[CH2:2][CH2:3][CH2:4][CH2:5][CH2:6]1. The reactants are [BH4-], CCC(=O)N1C(=O)C2C=CC1C2, CCC(C)O, Cl, [Na+], O. The product is CCC(=O)NC1C=CC(CO)C1. Reaction SMILES: [BH4-:18].[C:1]([CH2:2][CH3:3])(=[O:4])[N:5]1[CH:6]2[CH:7]=[CH:8][CH:9]([C:10]1=[O:11])[CH2:12]2.[CH3:13][CH:14]([OH:15])[CH2:16][CH3:17].[ClH:20].[Na+:19].[OH2:21]>>[C:1]([CH2:2][CH3:3])(=[O:4])[NH:5][CH:6]1[CH:7]=[CH:8][CH:9]([CH2:10][OH:11])[CH2:12]1. The reactants are FC1=CC=C(C=C1)NC(=O)C1(CC1)C(=O)NC1=CC(=C(C=C1)OC=1C2=C(N=CN1)N(C(=C2)C(NCCN2CCOCC2)=O)COCC[Si](C)(C)C)F (cyclopropane-1,1-dicarboxylic acid {3-fluoro-4-[6-(2-morpholin-4-yl-ethylcarbamoyl)-7-(2-trimethylsilanyl-ethoxymethyl)-7H-pyrrolo[2,3-d]pyrimidin-4-yloxy]-phenyl}-amide(4-fluoro-phenyl)-amide), [F-].C(CCC)[N+](CCCC)(CCCC)CCCC (tetrabutylammonium fluoride). Solvent: C(C)(=O)OCC (ethyl acetate). Product: FC=1C=C(C=CC1OC=1C2=C(N=CN1)NC(=C2)C(=O)NCCN2CCOCC2)NC(=O)C2(CC2)C(=O)NC2=CC=C(C=C2)F (N-{3-fluoro-4-[(6-{[(2-morpholin-4-ylethyl)amino]carbonyl}-7H-pyrrolo[2,3-d]pyrimidin-4-yl)oxy]phenyl}-N′-(4-fluorophenyl)cyclopropane-1,1-dicarboxamide). Isolated yield 33.0%. As a reaction SMILES: [F:1][C:2]1[CH:7]=[CH:6][C:5]([NH:8][C:9]([C:11]2([C:14]([NH:16][C:17]3[CH:22]=[CH:21][C:20]([O:23][C:24]4[C:25]5[CH:32]=[C:31]([C:33](=[O:43])[NH:34][CH2:35][CH2:36][N:37]6[CH2:42][CH2:41][O:40][CH2:39][CH2:38]6)[N:30](COCC[Si](C)(C)C)[C:26]=5[N:27]=[CH:28][N:29]=4)=[C:19]([F:52])[CH:18]=3)=[O:15])[CH2:13][CH2:12]2)=[O:10])=[CH:4][CH:3]=1.[F-].C([N+](CCCC)(CCCC)CCCC)CCC>C(OCC)(=O)C>[F:52][C:19]1[CH:18]=[C:17]([NH:16][C:14]([C:11]2([C:9]([NH:8][C:5]3[CH:6]=[CH:7][C:2]([F:1])=[CH:3][CH:4]=3)=[O:10])[CH2:12][CH2:13]2)=[O:15])[CH:22]=[CH:21][C:20]=1[O:23][C:24]1[C:25]2[CH:32]=[C:31]([C:33]([NH:34][CH2:35][CH2:36][N:37]3[CH2:38][CH2:39][O:40][CH2:41][CH2:42]3)=[O:43])[NH:30][C:26]=2[N:27]=[CH:28][N:29]=1 |f:1.2|. Reported procedure: To a round bottom flask equipped with a magnetic stir bar was added cyclopropane-1,1-dicarboxylic acid {3-fluoro-4-[6-(2-morpholin-4-yl-ethylcarbamoyl)-7-(2-trimethylsilanyl-ethoxymethyl)-7H-pyrrolo[2,3-d]pyrimidin-4-yloxy]-phenyl}-amide(4-fluoro-phenyl)-amide (0.049 g, 0.07 mmol, 1.0 eq.) and a 1M tetrabutylammonium fluoride solution (5 ml). The reaction was heated to reflux for 1 hour. The reaction was diluted with ethyl acetate, and was washed with (2×) H2O (50 ml), sat'd NaCl (1×), dried (Na... The reactants are C1CCOC1, CCCCCCC(F)CO, CCCCCc1ccc(-c2ncc(O)cn2)c(F)c1F, CCOC(=O)N=NC(=O)OCC, c1ccc(P(c2ccccc2)c2ccccc2)cc1. Product: CCCCCCC(F)COc1cnc(-c2ccc(CCCCC)c(F)c2F)nc1. Reaction SMILES: [CH2:62]1[O:63][CH2:64][CH2:65][CH2:66]1.[F:13][CH:14]([CH2:15][OH:16])[CH2:17][CH2:18][CH2:19][CH2:20][CH2:21][CH3:22].[F:23][c:24]1[c:25](-[c:36]2[n:37][cH:38][c:39]([OH:42])[cH:40][n:41]2)[cH:26][cH:27][c:28]([CH2:31][CH2:32][CH2:33][CH2:34][CH3:35])[c:29]1[F:30].[O:1]=[C:2]([O:3][CH2:4][CH3:5])[N:6]=[N:7][C:8]([O:9][CH2:10][CH3:11])=[O:12].[c:43]1([P:44]([c:45]2[cH:46][cH:47][cH:48][cH:49][cH:50]2)[c:51]2[cH:52][cH:53][cH:54][cH:55][cH:56]2)[cH:57][cH:58][cH:59][cH:60][cH:61]1>>[F:13][CH:14]([CH2:15][O:16][c:39]1[cH:38][n:37][c:36](-[c:25]2[c:24]([F:23])[c:29]([F:30])[c:28]([CH2:31][CH2:32][CH2:33][CH2:34][CH3:35])[cH:27][cH:26]2)[n:41][cH:40]1)[CH2:17][CH2:18][CH2:19][CH2:20][CH2:21][CH3:22].